Dataset: the Open Reaction Database (ORD), a public repository of structured organic reaction records. Task: describe an organic reaction: reactants, conditions, products, and yield Reactants: ClCCl, O=C(O)C(F)(F)F, CC(=Cc1ccc(C(=C2CC(C)(C)OC(C)(C)C2)c2ccc(O)cc2)cc1)C(=O)OC(C)(C)C. Product: CC(=Cc1ccc(C(=C2CC(C)(C)OC(C)(C)C2)c2ccc(O)cc2)cc1)C(=O)O. RXN SMILES: [Cl:42][CH2:43][Cl:44].[F:35][C:36]([F:37])([F:38])[C:39]([OH:40])=[O:41].[OH:1][c:2]1[cH:3][cH:4][c:5]([C:8]([c:9]2[cH:10][cH:11][c:12]([CH:15]=[C:16]([C:17](=[O:18])[O:19][C:20]([CH3:21])([CH3:22])[CH3:23])[CH3:24])[cH:13][cH:14]2)=[C:25]2[CH2:26][C:27]([CH3:33])([CH3:34])[O:28][C:29]([CH3:31])([CH3:32])[CH2:30]2)[cH:6][cH:7]1>>[OH:1][c:2]1[cH:3][cH:4][c:5]([C:8]([c:9]2[cH:10][cH:11][c:12]([CH:15]=[C:16]([C:17](=[O:18])[OH:19])[CH3:24])[cH:13][cH:14]2)=[C:25]2[CH2:26][C:27]([CH3:33])([CH3:34])[O:28][C:29]([CH3:31])([CH3:32])[CH2:30]2)[cH:6][cH:7]1.